Dataset: the Open Reaction Database (ORD), a public repository of structured organic reaction records. Task: describe an organic reaction: reactants, conditions, products, and yield Starting materials: N1(CCCCC1)CC1=CC(=NC=C1)OC\C=C/CNC(CCSCCO)=O (N-[4-(4-Piperidinomethyl-2 -pyridyloxy)-cis-2 -butenyl]-3-(2-hydroxyethylthio)propionamide), C(C)(=O)OC(C)=O (acetic anhydride). Product: N1(CCCCC1)CC1=CC(=NC=C1)OC\C=C/CNC(CCSCCOC(C)=O)=O (N-[4-(4-piperidinomethyl-2-pyridyloxy)-cis-2-butenyl]-3-(2-acetoxyethylthio)propionamide). Isolated yield 87.0%. Reaction SMILES: [N:1]1([CH2:7][C:8]2[CH:13]=[CH:12][N:11]=[C:10]([O:14][CH2:15]/[CH:16]=[CH:17]\[CH2:18][NH:19][C:20](=[O:27])[CH2:21][CH2:22][S:23][CH2:24][CH2:25][OH:26])[CH:9]=2)[CH2:6][CH2:5][CH2:4][CH2:3][CH2:2]1.[C:28](OC(=O)C)(=[O:30])[CH3:29]>>[N:1]1([CH2:7][C:8]2[CH:13]=[CH:12][N:11]=[C:10]([O:14][CH2:15]/[CH:16]=[CH:17]\[CH2:18][NH:19][C:20](=[O:27])[CH2:21][CH2:22][S:23][CH2:24][CH2:25][O:26][C:28](=[O:30])[CH3:29])[CH:9]=2)[CH2:6][CH2:5][CH2:4][CH2:3][CH2:2]1. Reported procedure: Following a procedure similar to that described in Example 2, but using N-[4-(4-piperidinomethyl-2-pyridyloxy)-cis-2-butenyl]-3-(2-hydroxyethylthio)propionamide (prepared as described in Example 11) and acetic anhydride as starting materials, in relative proportions similar to those used in that Example, the title compound was obtained in an 87% yield.